Dataset: the Open Reaction Database (ORD), a public repository of structured organic reaction records. Task: describe an organic reaction: reactants, conditions, products, and yield Starting materials: CCOC1(OCC)C2CC3CC(C2)CC1C3, CC(C)c1nc(CCO)n(C)c1Sc1cc(Cl)cc(Cl)c1. Product: CCOC1(OCCc2nc(C(C)C)c(Sc3cc(Cl)cc(Cl)c3)n2C)C2CC3CC(C2)CC1C3. Reaction SMILES: [CH2:22]([CH3:23])[O:24][C:25]1([O:35][CH2:36][CH3:37])[CH:26]2[CH2:27][CH:28]3[CH2:29][CH:30]([CH2:31][CH:32]1[CH2:33]3)[CH2:34]2.[Cl:1][c:2]1[cH:3][c:4]([S:9][c:10]2[c:11]([CH:19]([CH3:20])[CH3:21])[n:12][c:13]([CH2:16][CH2:17][OH:18])[n:14]2[CH3:15])[cH:5][c:6]([Cl:8])[cH:7]1>>[Cl:1][c:2]1[cH:3][c:4]([S:9][c:10]2[c:11]([CH:19]([CH3:20])[CH3:21])[n:12][c:13]([CH2:16][CH2:17][O:18][C:25]3([O:24][CH2:22][CH3:23])[CH:26]4[CH2:27][CH:28]5[CH2:29][CH:30]([CH2:31][CH:32]3[CH2:33]5)[CH2:34]4)[n:14]2[CH3:15])[cH:5][c:6]([Cl:8])[cH:7]1. Reactants: CCOC(=O)/N=N/C(=O)OCC (diethylazodicarboxylate), C(CCCCCCC)C1=CC=C(C=C1)C1=CC=C(C=N1)O (6-(4-octylphenyl)-pyridin-3-ol), C[Si](CCCCCCCCO)(CC[Si](C)(C)C)C (8-[Dimethyl-(2-trimethylsilanyl-ethyl)-silanyl]-octan-1-ol), C1(=CC=CC=C1)P(C1=CC=CC=C1)C1=CC=CC=C1 (triphenylphosphine). The solvent is C1CCOC1 (THF), C1CCOC1 (THF). Conditions: time 24 hour. The product is C[Si](CCCCCCCCOC=1C=CC(=NC1)C1=CC=C(C=C1)CCCCCCCC)(CC[Si](C)(C)C)C (5-{8-[Dimethyl-(2-trimethylsilanyl-ethyl)-silanyl]-octyloxy}-2-(4-octyl-phenyl)-pyridine). RXN SMILES: CCOC(/N=N/C(OCC)=O)=O.[CH2:13]([C:21]1[CH:26]=[CH:25][C:24]([C:27]2[N:32]=[CH:31][C:30]([OH:33])=[CH:29][CH:28]=2)=[CH:23][CH:22]=1)[CH2:14][CH2:15][CH2:16][CH2:17][CH2:18][CH2:19][CH3:20].[CH3:34][Si:35]([CH3:51])([CH2:45][CH2:46][Si:47]([CH3:50])([CH3:49])[CH3:48])[CH2:36][CH2:37][CH2:38][CH2:39][CH2:40][CH2:41][CH2:42][CH2:43]O.C1(P(C2C=CC=CC=2)C2C=CC=CC=2)C=CC=CC=1>C1COCC1>[CH3:51][Si:35]([CH3:34])([CH2:45][CH2:46][Si:47]([CH3:48])([CH3:49])[CH3:50])[CH2:36][CH2:37][CH2:38][CH2:39][CH2:40][CH2:41][CH2:42][CH2:43][O:33][C:30]1[CH:29]=[CH:28][C:27]([C:24]2[CH:25]=[CH:26][C:21]([CH2:13][CH2:14][CH2:15][CH2:16][CH2:17][CH2:18][CH2:19][CH3:20])=[CH:22][CH:23]=2)=[N:32][CH:31]=1. Procedure details: A solution of diethylazodicarboxylate (0.065 g, 0.375 mmol) in THF (5.0 ml) was added dropwise to a stirred solution of 6-(4-octylphenyl)-pyridin-3-ol (0.085g, 0.300 mmol), compound 17 (0.083 g, 0.300 mmol) and triphenylphosphine (0.098 g, 0.375 mmol) in THF (10 ml). The treaction mixture was stirred at room temperature for 24 h, the solvent removed in vacuo and the residues purified by column chromatography [silica gel eluted with hexane/ethyl acetate (9:1)] to yield a colorless solid that was ... The reactants are CCCCc1nc(O)c2cc(C(F)(F)F)ccc2n1, ClCCl, O=P(Cl)(Cl)Cl. Product: CCCCc1nc(Cl)c2cc(C(F)(F)F)ccc2n1. RXN SMILES: [CH2:1]([CH2:2][CH2:3][CH3:4])[c:5]1[n:6][c:7]2[cH:8][cH:9][c:10]([C:16]([F:17])([F:18])[F:19])[cH:11][c:12]2[c:13]([OH:15])[n:14]1.[CH2:25]([Cl:26])[Cl:27].[P:20]([Cl:21])([Cl:22])([Cl:23])=[O:24]>>[CH2:1]([CH2:2][CH2:3][CH3:4])[c:5]1[n:6][c:7]2[cH:8][cH:9][c:10]([C:16]([F:17])([F:18])[F:19])[cH:11][c:12]2[c:13]([Cl:22])[n:14]1. Starting materials: BrCc1ccccc1, O=C([O-])[O-], Cc1nc(C=O)c[nH]1, [K+], [K+], CN(C)C=O. The product is Cc1ncc(C=O)n1Cc1ccccc1. Reaction SMILES: [Br:1][CH2:2][c:3]1[cH:4][cH:5][cH:6][cH:7][cH:8]1.[C:17](=[O:18])([O-:19])[O-:20].[CH:9](=[O:10])[c:11]1[n:12][c:13]([CH3:16])[nH:14][cH:15]1.[K+:21].[K+:22].[O:23]=[CH:24][N:25]([CH3:26])[CH3:27]>>[CH2:2]([c:3]1[cH:4][cH:5][cH:6][cH:7][cH:8]1)[n:12]1[c:11]([CH:9]=[O:10])[cH:15][n:14][c:13]1[CH3:16].